This data is from the Open Reaction Database (ORD), a public repository of structured organic reaction records. The task is: describe an organic reaction: reactants, conditions, products, and yield Starting materials: ClC1=CC=C2C(C(=CN(C2=C1)C1=CC=CC=C1)CNC(=O)NC1CCNCC1)=O (1-((7-chloro-4-oxo-1-phenyl-1,4-dihydroquinolin-3-yl)methyl)-3-(piperidin-4-yl)urea), C(C1=CC=CC=C1)(=O)Cl (benzoyl chloride). Yields the product C(C1=CC=CC=C1)(=O)N1CCC(CC1)NC(=O)NCC1=CN(C2=CC(=CC=C2C1=O)Cl)C1=CC=CC=C1 (1-(1-Benzoyl-piperidin-4-yl)-3-(7-chloro-4-oxo-1-phenyl-1,4-dihydro-quinolin-3-yl methyl)-urea). As a reaction SMILES: [Cl:1][C:2]1[CH:11]=[C:10]2[C:5]([C:6](=[O:29])[C:7]([CH2:18][NH:19][C:20]([NH:22][CH:23]3[CH2:28][CH2:27][NH:26][CH2:25][CH2:24]3)=[O:21])=[CH:8][N:9]2[C:12]2[CH:17]=[CH:16][CH:15]=[CH:14][CH:13]=2)=[CH:4][CH:3]=1.[C:30](Cl)(=[O:37])[C:31]1[CH:36]=[CH:35][CH:34]=[CH:33][CH:32]=1>>[C:30]([N:26]1[CH2:27][CH2:28][CH:23]([NH:22][C:20]([NH:19][CH2:18][C:7]2[C:6](=[O:29])[C:5]3[C:10](=[CH:11][C:2]([Cl:1])=[CH:3][CH:4]=3)[N:9]([C:12]3[CH:13]=[CH:14][CH:15]=[CH:16][CH:17]=3)[CH:8]=2)=[O:21])[CH2:24][CH2:25]1)(=[O:37])[C:31]1[CH:36]=[CH:35][CH:34]=[CH:33][CH:32]=1. Procedure details: 1-(1-Benzoyl-piperidin-4-yl)-3-(7-chloro-4-oxo-1-phenyl-1,4-dihydro-quinolin-3-yl methyl)-urea was prepared starting from intermediate N and benzoyl chloride. MS calcd. for C29H28ClN4O3 [(M+H)+] 515.2, obsd. 515.2. Starting materials: C1OC(CC=CC2=CC=C(C#N)C=C2)OC1 (p-(4,4-ethylenedioxy-1-butenyl)benzonitrile). The reagents and catalysts are [Pd] (palladium/carbon). The solvent is C1(=CC=CC=C1)C (toluene). Conditions: time 2.5 hour. The product is C1OC(CCCC2=CC=C(C#N)C=C2)OC1 (p-(4,4-ethylenedioxybutyl)benzonitrile). The yield is 8.2%. Reaction SMILES: [CH2:1]1[CH2:16][O:15][CH:3]([CH2:4][CH:5]=[CH:6][C:7]2[CH:14]=[CH:13][C:10]([C:11]#[N:12])=[CH:9][CH:8]=2)[O:2]1>C1(C)C=CC=CC=1.[Pd]>[CH2:16]1[CH2:1][O:2][CH:3]([CH2:4][CH2:5][CH2:6][C:7]2[CH:14]=[CH:13][C:10]([C:11]#[N:12])=[CH:9][CH:8]=2)[O:15]1. Procedure: A solution of 3.7 g of p-(4,4-ethylenedioxy-1-butenyl)benzonitrile in 50 ml of toluene was treated with 350 mg of palladium/carbon (5%) and the mixture was hydrogenated for 2.5 hours (hydrogen consumption 385 ml). The reaction mixture was then filtered (rinsing with diethyl ether) and the filtrate was evaporated. There were obtained 308 mg (82%) of p-(4,4-ethylenedioxybutyl)benzonitrile as a colourless, partially crystallizing oil. Starting materials: Nc1cccnc1Cl, O, O=S(Cl)Cl. Yields the product O=S(=O)(Cl)c1cccnc1Cl. As a reaction SMILES: [NH2:1][c:2]1[c:3]([Cl:8])[n:4][cH:5][cH:6][cH:7]1.[OH2:13].[S:9](=[O:10])([Cl:11])[Cl:12]>>[c:2]1([S:9](=[O:10])([Cl:12])=[O:13])[c:3]([Cl:8])[n:4][cH:5][cH:6][cH:7]1. The reactants are [H][H] (hydrogen), O[C@H](C)[C@@H]1[C@H]2[C@H](C(=C(N2C1=O)C(=O)OCC1=CC=C(C=C1)[N+](=O)[O-])S[C@H]1[C@H](OCC1)CNC([C@H](C(C)C)NC(=O)OCC1=CC=C(C=C1)[N+](=O)[O-])=O)C (4-nitrobenzyl (4R,5S,6S)-6-[(1R)-1-hydroxyethyl]-4-methyl-3-{[(2R,3R)-2-({[(2S)-3-methyl-2-({[(4-nitrobenzyl)oxy]carbonyl}amino)butanoyl]amino}methyl)tetrahydrofuran-3-yl]thio}-7-oxo-1-azabicyclo[3.2.0]hept-2-ene-2-carboxylate), [H][H] (hydrogen). The reagents and catalysts are [Pd] (palladium-on-carbon), [OH-].[Pd+2].[OH-] (palladium hydroxide), [Pt]=O (platinum oxide). Solvent: O (water). Yields the product N[C@H](C(=O)NC[C@H]1OCC[C@H]1SC1=C(N2C([C@@H]([C@H]2[C@H]1C)[C@@H](C)O)=O)C(=O)O)C(C)C ((4R, 5S, 6S)-3-[[(2R,3R)-2-[[[(S)-2-amino-3-methyl-1-oxobutyl]amino]methyl]tetrahydro-3-furanyl]thio]-6-[(R)-1-hydroxyethyl]-4-methyl-7-oxo-1-azabicyclo[3.2.0]hept-2-ene-2-carboxylic acid). RXN SMILES: [OH:1][C@@H:2]([C@H:4]1[C:10](=[O:11])[N:9]2[C@@H:5]1[C@@H:6]([CH3:53])[C:7]([S:25][C@@H:26]1[CH2:30][CH2:29][O:28][C@@H:27]1[CH2:31][NH:32][C:33](=[O:52])[C@@H:34]([NH:38]C(OCC1C=CC([N+]([O-])=O)=CC=1)=O)[CH:35]([CH3:37])[CH3:36])=[C:8]2[C:12]([O:14]CC1C=CC([N+]([O-])=O)=CC=1)=[O:13])[CH3:3].[H][H]>[Pd].[OH-].[Pd+2].[OH-].[Pt]=O.O>[NH2:38][C@@H:34]([CH:35]([CH3:37])[CH3:36])[C:33]([NH:32][CH2:31][C@@H:27]1[C@H:26]([S:25][C:7]2[C@H:6]([CH3:53])[C@H:5]3[N:9]([C:10](=[O:11])[C@@H:4]3[C@H:2]([OH:1])[CH3:3])[C:8]=2[C:12]([OH:14])=[O:13])[CH2:30][CH2:29][O:28]1)=[O:52] |f:3.4.5|. Procedure details: The 4-nitrobenzyl (4R,5S,6S)-6-[(1R)-1-hydroxyethyl]-4-methyl-3-{[(2R,3R)-2-({[(2S)-3-methyl-2-({[(4-nitrobenzyl)oxy]carbonyl}amino)butanoyl]amino}methyl)tetrahydrofuran-3-yl]thio}-7-oxo-1-azabicyclo[3.2.0]hept-2-ene-2-carboxylate 1 is added to the biphasic solvent system of water and organic solvent in the presence of catalyst, without the addition of an acid acceptor. Suitable catalysts include palladium-on-carbon, palladium hydroxide, platinum oxide and the like. The reaction mixture is hydro... The reactants are BrCC1=C(C=NC2=C(C=CC=C12)NC(C1=C(C=CC=C1Cl)Cl)=O)C(=O)OCC (4-bromomethyl-8-(2,6-dichlorobenzoylamino)-3-ethoxycarbonylquinoline), N1C=NC=C1 (imidazole). Solvent: C(OC)COC (dimethoxyethane). Conditions: temperature 70 celsius, time 1 hour. Product: ClC1=C(C(=O)NC=2C=CC=C3C(=C(C=NC23)C(=O)OCC)CN2C=NC=C2)C(=CC=C1)Cl (8-(2,6-dichlorobenzoylamino)-3-ethoxycarbonyl-4-(imidazol-1-ylmethyl)quinoline). Yield: 75.3%. As a reaction SMILES: Br[CH2:2][C:3]1[C:12]2[C:7](=[C:8]([NH:13][C:14](=[O:23])[C:15]3[C:20]([Cl:21])=[CH:19][CH:18]=[CH:17][C:16]=3[Cl:22])[CH:9]=[CH:10][CH:11]=2)[N:6]=[CH:5][C:4]=1[C:24]([O:26][CH2:27][CH3:28])=[O:25].[NH:29]1[CH:33]=[CH:32][N:31]=[CH:30]1>C(COC)OC>[Cl:22][C:16]1[CH:17]=[CH:18][CH:19]=[C:20]([Cl:21])[C:15]=1[C:14]([NH:13][C:8]1[CH:9]=[CH:10][CH:11]=[C:12]2[C:7]=1[N:6]=[CH:5][C:4]([C:24]([O:26][CH2:27][CH3:28])=[O:25])=[C:3]2[CH2:2][N:29]1[CH:33]=[CH:32][N:31]=[CH:30]1)=[O:23]. Procedure details: A mixture of 4-bromomethyl-8-(2,6-dichlorobenzoylamino)-3-ethoxycarbonylquinoline (150 mg) and imidazole (106 mg) in dimethoxyethane was stirred for 1 hour at 70° C. The mixture was evaporated in vacuo, and the residue was purified by preparative thin layer chromatography (methanoldichloromethane) to give 8-(2,6-dichlorobenzoylamino)-3-ethoxycarbonyl-4-(imidazol-1-ylmethyl)quinoline (110 mg).